This data is from the Open Reaction Database (ORD), a public repository of structured organic reaction records. The task is: describe an organic reaction: reactants, conditions, products, and yield Reactants: C1(=CC=CC=C1)C1=NNC2=CC=C(C=C12)C (3-phenyl-5-methylindazole), Cl.CN(C)CCCCl (dimethylaminopropyl chloride hydrochloride). Product: CN(C(CC)C1=C2C(=NNC2=CC=C1C)C1=CC=CC=C1)C (1-dimethylaminopropyl-3-phenyl-5-methylindazole). Isolated yield 59.6%. RXN SMILES: [C:1]1([C:7]2[C:15]3[C:10](=[CH:11][CH:12]=[C:13]([CH3:16])[CH:14]=3)[NH:9][N:8]=2)[CH:6]=[CH:5][CH:4]=[CH:3][CH:2]=1.Cl.[CH3:18][N:19]([CH2:21][CH2:22][CH2:23]Cl)[CH3:20]>>[CH3:18][N:19]([CH3:20])[CH:21]([C:14]1[C:13]([CH3:16])=[CH:12][CH:11]=[C:10]2[C:15]=1[C:7]([C:1]1[CH:6]=[CH:5][CH:4]=[CH:3][CH:2]=1)=[N:8][NH:9]2)[CH2:22][CH3:23] |f:1.2|. Reported procedure: By the procedure similar to that described in Example 1, 3-phenyl-5-methylindazole (4.17 g) and dimethylaminopropyl chloride hydrochloride (4.74 g) were treated to obtain an oily product. The product was purified through distillation under reduced pressure to obtain 3.5 g of 1-dimethylaminopropyl-3-phenyl-5-methylindazole (b.p. 185°C/0.5 mmHg). Reactants: O (water), C(=O)([O-])[O-].[Na+].[Na+] (Na2CO3), BrC1=C2C(=NC=C1)C=C(S2)C(=O)OC (methyl 7-bromothieno[3,2-b]pyridine-2-carboxylate), FC1=C(C=C(C=C1)C)NC(=O)NC1=CC=C(C=C1)B1OC(C(O1)(C)C)(C)C (1-(2-fluoro-5-methylphenyl)-3-[4-(4,4,5,5-tetramethyl-1,3,2-dioxaborolan-2-yl)phenyl]urea). Reagents/catalysts: Cl[Pd]([P](C1=CC=CC=C1)(C2=CC=CC=C2)C3=CC=CC=C3)([P](C4=CC=CC=C4)(C5=CC=CC=C5)C6=CC=CC=C6)Cl (PdCl2(PPh3)2). Run in O1CCOCC1 (1,4-dioxane). Conditions: temperature 70 celsius. Yields the product FC1=C(C=C(C=C1)C)NC(=O)NC1=CC=C(C=C1)C1=C2C(=NC=C1)C=C(S2)C(=O)OC (methyl 7-[4-({[(2-fluoro-5-methylphenyl)amino]carbonyl}amino)phenyl]thieno[3,2-b]pyridine-2-carboxylate). As a reaction SMILES: Br[C:2]1[CH:7]=[CH:6][N:5]=[C:4]2[CH:8]=[C:9]([C:11]([O:13][CH3:14])=[O:12])[S:10][C:3]=12.[F:15][C:16]1[CH:21]=[CH:20][C:19]([CH3:22])=[CH:18][C:17]=1[NH:23][C:24]([NH:26][C:27]1[CH:32]=[CH:31][C:30](B2OC(C)(C)C(C)(C)O2)=[CH:29][CH:28]=1)=[O:25].C([O-])([O-])=O.[Na+].[Na+].O>O1CCOCC1.Cl[Pd](Cl)([P](C1C=CC=CC=1)(C1C=CC=CC=1)C1C=CC=CC=1)[P](C1C=CC=CC=1)(C1C=CC=CC=1)C1C=CC=CC=1>[F:15][C:16]1[CH:21]=[CH:20][C:19]([CH3:22])=[CH:18][C:17]=1[NH:23][C:24]([NH:26][C:27]1[CH:28]=[CH:29][C:30]([C:2]2[CH:7]=[CH:6][N:5]=[C:4]3[CH:8]=[C:9]([C:11]([O:13][CH3:14])=[O:12])[S:10][C:3]=23)=[CH:31][CH:32]=1)=[O:25] |f:2.3.4,^1:57,76|. Reported procedure: To a mixture of methyl 7-bromothieno[3,2-b]pyridine-2-carboxylate (68 mg, 0.25 mmol) and 1-(2-fluoro-5-methylphenyl)-3-[4-(4,4,5,5-tetramethyl-1,3,2-dioxaborolan-2-yl)phenyl]urea (102 mg, 0.28 mmol) in 8 ml of 1,4-dioxane, was added PdCl2(PPh3)2 (10 mg, 0.014 mmol) and 1M Na2CO3 aqueous solution (0.25 ml, 0.5 mmol). The mixture was heated at 70° C. under N2 for 1 hour, cooled to room temperature and poured into 100 ml of water. The brown precipitates were filtered, washed with water and dried to... Starting materials: ClC1=C(C=CC(=C1)Cl)C1=CC2=C(N(C3=CC=C(C=C23)C=2NN=CC2C)C)N(C1=O)C (3-(2,4-Dichlorophenyl)-1,9-dimethyl-6-(4-methyl-2H-pyrazol-3-yl)-1,9-dihydropyrido[2,3-b]indol-2-one), FC1=CC=C(C=C1)C1=CC2=C(N(C3=CC=C(C=C23)C=2NN=CC2C)C)N(C1=O)C (3-(4-fluorophenyl)-1,9-dimethyl-6-(4-methyl-2H-pyrazol-3-yl)-1,9-dihydropyrido[2,3-b]indol-2-one), C(C(C)(C)C)(=O)Cl (pivaloyl chloride). Yields the product CC(C(=O)N1N=C(C(=C1)C)C=1C=C2C3=C(N(C2=CC1)C)N(C(C(=C3)C3=CC=C(C=C3)F)=O)C)(C)C (6-[1-(2,2-Dimethylpropionyl)-4-methyl-1H-pyrazol-3-yl]-3-(4-fluorophenyl)-1,9-dimethyl-1,9-dihydropyrido[2,3-b]indol-2-one). Reaction SMILES: ClC1C=C(Cl)C=CC=1C1C(=O)N(C)C2N(C)C3C(C=2C=1)=CC(C1NN=CC=1C)=CC=3.[F:31][C:32]1[CH:37]=[CH:36][C:35]([C:38]2[C:57](=[O:58])[N:56]([CH3:59])[C:41]3[N:42]([CH3:55])[C:43]4[C:48]([C:40]=3[CH:39]=2)=[CH:47][C:46]([C:49]2[NH:50][N:51]=[CH:52][C:53]=2[CH3:54])=[CH:45][CH:44]=4)=[CH:34][CH:33]=1.[C:60](Cl)(=[O:65])[C:61]([CH3:64])([CH3:63])[CH3:62]>>[CH3:62][C:61]([CH3:64])([CH3:63])[C:60]([N:51]1[CH:52]=[C:53]([CH3:54])[C:49]([C:46]2[CH:47]=[C:48]3[C:43](=[CH:44][CH:45]=2)[N:42]([CH3:55])[C:41]2[N:56]([CH3:59])[C:57](=[O:58])[C:38]([C:35]4[CH:36]=[CH:37][C:32]([F:31])=[CH:33][CH:34]=4)=[CH:39][C:40]3=2)=[N:50]1)=[O:65]. Procedure details: The process is carried out as indicated in Example 70 above, with the compound from Example 53, 3-(4-fluorophenyl)-1,9-dimethyl-6-(4-methyl-2H-pyrazol-3-yl)-1,9-dihydropyrido[2,3-b]indol-2-one, and pivaloyl chloride. Yields the product Br.ClC1=C(C=CC=C1)C(C1=C(C=CC(=C1)Cl)N1N=C(N=C1CN)C(N(C)C)=O)=O (2',5-dichloro-2-(3-dimethylcarbamoyl-5-aminomethyl-1,2,4-triazol- 1-yl)-benzophenone hydrobromide). Conditions: time 2 hour. Procedure details: A mixture of 2',5-dichloro-2-(3-dimethylcarbamoyl-5-carbobenzoxyaminomethyl-1,2,4-triazol- 1-yl)benzophenone (3.6 g) and 30% hydrogen bromide-acetic acid (9 ml) is stirred at room temperature for 2 hours. The reaction mixture is mixed with ether, and the precipitate is isolated by decantation and washed thrice with ether, whereby 2',5-dichloro-2-(3-dimethylcarbamoyl-5-aminomethyl-1,2,4-triazol- 1-yl)-benzophenone hydrobromide is obtained. This hydrobromide (1.2 g) is added to a solution of chlor... The reactants are ClC1=C(C=CC=C1)C(C1=C(C=CC(=C1)Cl)N1N=C(N=C1CNC(=O)OCC1=CC=CC=C1)C(N(C)C)=O)=O (2',5-dichloro-2-(3-dimethylcarbamoyl-5-carbobenzoxyaminomethyl-1,2,4-triazol- 1-yl)benzophenone), Br.C(C)(=O)O (hydrogen bromide acetic acid). As a reaction SMILES: [Cl:1][C:2]1[CH:7]=[CH:6][CH:5]=[CH:4][C:3]=1[C:8](=[O:38])[C:9]1[CH:14]=[C:13]([Cl:15])[CH:12]=[CH:11][C:10]=1[N:16]1[C:20]([CH2:21][NH:22]C(OCC2C=CC=CC=2)=O)=[N:19][C:18]([C:33](=[O:37])[N:34]([CH3:36])[CH3:35])=[N:17]1.[BrH:39].C(O)(=O)C>CCOCC>[BrH:39].[Cl:1][C:2]1[CH:7]=[CH:6][CH:5]=[CH:4][C:3]=1[C:8](=[O:38])[C:9]1[CH:14]=[C:13]([Cl:15])[CH:12]=[CH:11][C:10]=1[N:16]1[C:20]([CH2:21][NH2:22])=[N:19][C:18]([C:33](=[O:37])[N:34]([CH3:35])[CH3:36])=[N:17]1 |f:1.2,4.5|. Run in CCOCC (ether).